From a dataset of the Open Reaction Database (ORD), a public repository of structured organic reaction records. describe an organic reaction: reactants, conditions, products, and yield Starting materials: CCOC(=O)CC1OB(O)c2cc(Oc3cnccn3)cc(OCc3ccccc3)c21, CCO, Cl, [Li+], [OH-], O. The product is O=C(O)CC1OB(O)c2cc(Oc3cnccn3)cc(OCc3ccccc3)c21. As a reaction SMILES: [CH2:1]([c:2]1[cH:3][cH:4][cH:5][cH:6][cH:7]1)[O:8][c:9]1[cH:10][c:11]([O:25][c:26]2[n:27][cH:28][cH:29][n:30][cH:31]2)[cH:12][c:13]2[c:17]1[CH:16]([CH2:18][C:19](=[O:20])[O:21][CH2:22][CH3:23])[O:15][B:14]2[OH:24].[CH3:35][CH2:36][OH:37].[ClH:34].[Li+:32].[OH-:33].[OH2:38]>>[CH2:1]([c:2]1[cH:3][cH:4][cH:5][cH:6][cH:7]1)[O:8][c:9]1[cH:10][c:11]([O:25][c:26]2[n:27][cH:28][cH:29][n:30][cH:31]2)[cH:12][c:13]2[c:17]1[CH:16]([CH2:18][C:19](=[O:20])[OH:21])[O:15][B:14]2[OH:24]. Reactants: N1(CCOCC1)C=1N=C(NC(C1)=O)CC(=O)[O-].[Na+] (sodium [4-(morpholin-4-yl)-6-oxo-1,6-dihydropyrimidin-2-yl]acetate), NC=1C=C(C=CC1)CCNC(OC(C)(C)C)=O (2-methylpropan-2-yl [2-(3-aminophenyl)ethyl]carbamate). Yields the product N1(CCOCC1)C=1N=C(NC(C1)=O)CC(=O)NC=1C=C(C=CC1)CCNC(OC(C)(C)C)=O (2-methylpropan-2-yl {2-[3-({[4-(morpholin-4-yl)-6-oxo-1,6-dihydropyrimidin-2-yl]acetyl}amino)phenyl]ethyl}carbamate). Yield: 65.1%. RXN SMILES: [N:1]1([C:7]2[N:8]=[C:9]([CH2:14][C:15]([O-:17])=O)[NH:10][C:11](=[O:13])[CH:12]=2)[CH2:6][CH2:5][O:4][CH2:3][CH2:2]1.[Na+].[NH2:19][C:20]1[CH:21]=[C:22]([CH2:26][CH2:27][NH:28][C:29](=[O:35])[O:30][C:31]([CH3:34])([CH3:33])[CH3:32])[CH:23]=[CH:24][CH:25]=1>>[N:1]1([C:7]2[N:8]=[C:9]([CH2:14][C:15]([NH:19][C:20]3[CH:21]=[C:22]([CH2:26][CH2:27][NH:28][C:29](=[O:35])[O:30][C:31]([CH3:33])([CH3:32])[CH3:34])[CH:23]=[CH:24][CH:25]=3)=[O:17])[NH:10][C:11](=[O:13])[CH:12]=2)[CH2:2][CH2:3][O:4][CH2:5][CH2:6]1 |f:0.1|. Reported procedure: The product is prepared according to the procedure described in Example 5, using 250 mg of sodium [4-(morpholin-4-yl)-6-oxo-1,6-dihydropyrimidin-2-yl]acetate and 930 mg of 2-methylpropan-2-yl [2-(3-aminophenyl)ethyl]carbamate in place of the 2,4-difluoroaniline. 285 mg of 2-methylpropan-2-yl {2-[3-({[4-(morpholin-4-yl)-6-oxo-1,6-dihydropyrimidin-2-yl]acetyl}amino)phenyl]ethyl}carbamate are obtained in the form of a pinkish solid, the characteristics of which are the following: The reactants are N#Cc1ccc(Br)cc1Cl, O=C([O-])[O-], COCC1NC(=O)C(C)(C)C1=O, [Cs+], [Cs+], O=C(C=Cc1ccccc1)C=Cc1ccccc1, O=C(C=Cc1ccccc1)C=Cc1ccccc1, O=C(C=Cc1ccccc1)C=Cc1ccccc1, [Pd], [Pd], CC1(C)c2cccc(P(c3ccccc3)c3ccccc3)c2Oc2c(P(c3ccccc3)c3ccccc3)cccc21. The product is COCC1C(=O)C(C)(C)C(=O)N1c1ccc(C#N)c(Cl)c1. Reaction SMILES: [Br:13][c:14]1[cH:15][c:16]([Cl:22])[c:17]([C:18]#[N:19])[cH:20][cH:21]1.[C:23](=[O:24])([O-:25])[O-:26].[CH3:1][O:2][CH2:3][CH:4]1[C:5](=[O:12])[C:6]([CH3:10])([CH3:11])[C:7](=[O:9])[NH:8]1.[Cs+:27].[Cs+:28].[O:109]=[C:110]([CH:111]=[CH:112][c:113]1[cH:114][cH:115][cH:116][cH:117][cH:118]1)[CH:119]=[CH:120][c:121]1[cH:122][cH:123][cH:124][cH:125][cH:126]1.[O:73]=[C:74]([CH:75]=[CH:76][c:77]1[cH:78][cH:79][cH:80][cH:81][cH:82]1)[CH:83]=[CH:84][c:85]1[cH:86][cH:87][cH:88][cH:89][cH:90]1.[O:91]=[C:92]([CH:93]=[CH:94][c:95]1[cH:96][cH:97][cH:98][cH:99][cH:100]1)[CH:101]=[CH:102][c:103]1[cH:104][cH:105][cH:106][cH:107][cH:108]1.[Pd:71].[Pd:72].[c:29]1([P:30]([c:31]2[cH:32][cH:33][cH:34][cH:35][cH:36]2)[c:37]2[c:38]3[c:62]([cH:63][cH:64][cH:65]2)[C:59]([CH3:60])([CH3:61])[c:41]2[c:40]([c:45]([P:46]([c:47]4[cH:48][cH:49][cH:50][cH:51][cH:52]4)[c:53]4[cH:54][cH:55][cH:56][cH:57][cH:58]4)[cH:44][cH:43][cH:42]2)[O:39]3)[cH:66][cH:67][cH:68][cH:69][cH:70]1>>[CH3:1][O:2][CH2:3][CH:4]1[C:5](=[O:12])[C:6]([CH3:10])([CH3:11])[C:7](=[O:9])[N:8]1[c:14]1[cH:15][c:16]([Cl:22])[c:17]([C:18]#[N:19])[cH:20][cH:21]1. The reactants are ClCC(=O)N1[C@@H](CC[C@@H]1C#C)C#N ((2S,5R)-1-(chloroacetyl)-5-ethynylpyrrolidine-2-carbonitrile), C(C)(C)(C)N (tert-butylamine). The solvent is C(C)#N (acetonitrile). Reaction conditions: time 8 hour. Yields the product C(C)(C)(C)NCC(=O)N1[C@@H](CC[C@@H]1C#C)C#N ((2S,5R)-1-(N-(tert-butyl)glycyl)-5-ethynylpyrrolidine-2-carbonitrile). RXN SMILES: Cl[CH2:2][C:3]([N:5]1[C@@H:9]([C:10]#[CH:11])[CH2:8][CH2:7][C@H:6]1[C:12]#[N:13])=[O:4].[C:14]([NH2:18])([CH3:17])([CH3:16])[CH3:15]>C(#N)C>[C:14]([NH:18][CH2:2][C:3]([N:5]1[C@@H:9]([C:10]#[CH:11])[CH2:8][CH2:7][C@H:6]1[C:12]#[N:13])=[O:4])([CH3:17])([CH3:16])[CH3:15]. Procedure: To a stirred solution of (2S,5R)-1-(chloroacetyl)-5-ethynylpyrrolidine-2-carbonitrile (0.04 g, 0.203 mmol, Example 8D) in acetonitrile (3 mL) at room temperature under nitrogen was added tert-butylamine (0.043 ml, 0.406 mmol). The reaction mixture was stirred at ambient temperature overnight. The reaction mixture was concentrated under reduced pressure. The residue was flash chromatographed with 3% MeOH/CH2Cl2 to provide the desired compound as a pale yellow oil. MS (DCI) m/z 234 (M+H)+. The reactants are COc1cc(C=O)ccc1NC(C)=O, C1CCOC1, O, COC(=O)C=P(c1ccccc1)(c1ccccc1)c1ccccc1. Yields the product COC(=O)C=Cc1ccc(NC(C)=O)c(OC)c1. RXN SMILES: [C:1]([CH3:2])(=[O:3])[NH:4][c:5]1[c:6]([O:13][CH3:14])[cH:7][c:8]([CH:9]=[O:10])[cH:11][cH:12]1.[O:40]1[CH2:41][CH2:42][CH2:43][CH2:44]1.[OH2:39].[c:15]1([P:16]([c:17]2[cH:18][cH:19][cH:20][cH:21][cH:22]2)([c:23]2[cH:24][cH:25][cH:26][cH:27][cH:28]2)=[CH:34][C:35](=[O:36])[O:37][CH3:38])[cH:29][cH:30][cH:31][cH:32][cH:33]1>>[C:1]([CH3:2])(=[O:3])[NH:4][c:5]1[c:6]([O:13][CH3:14])[cH:7][c:8]([CH:9]=[CH:34][C:35](=[O:36])[O:37][CH3:38])[cH:11][cH:12]1.